From a dataset of the Open Reaction Database (ORD), a public repository of structured organic reaction records. describe an organic reaction: reactants, conditions, products, and yield RXN SMILES: [ClH:1].[CH2:2]([O:4][C:5]([C:7]1[CH:16]=[CH:15][C:10]2[S:11][CH:12]=[C:13]([CH3:14])[C:9]=2[CH:8]=1)=[O:6])[CH3:3].[CH2:17]=O>C(Cl)(Cl)Cl.[Cl-].[Zn+2].[Cl-]>[CH2:2]([O:4][C:5]([C:7]1[CH:16]=[CH:15][C:10]2[S:11][C:12]([CH2:17][Cl:1])=[C:13]([CH3:14])[C:9]=2[CH:8]=1)=[O:6])[CH3:3] |f:4.5.6|. Reported procedure: Hydrogen chloride gas was passed for 30 minutes through a mixture of 3-methylbenzo[b]thiophene-5-carboxylic acid ethyl ester (5.50 g), anhydrous zinc chloride (1.25 g) and paraformaldehyde (1.50 g) in chloroform (50 ml). The resulting mixture was stirred for 8 hours and then the chloroform solution was decanted off from the gummy residue, washed well with water and dried (Na2SO4). Evaporation of the solvent gave crude 2-chloromethyl-3-methylbenzo[b]thiophene-5-carboxylic acid ethyl ester which w... Starting materials: Cl (Hydrogen chloride), C(C)OC(=O)C1=CC2=C(SC=C2C)C=C1 (3-methylbenzo[b]thiophene-5-carboxylic acid ethyl ester), C=O (paraformaldehyde). The reagents and catalysts are [Cl-].[Zn+2].[Cl-] (zinc chloride). Yields the product C(C)OC(=O)C1=CC2=C(SC(=C2C)CCl)C=C1 (2-chloromethyl-3-methylbenzo[b]thiophene-5-carboxylic acid ethyl ester). Run at time 8 hour. Solvent: C(Cl)(Cl)Cl (chloroform).